This data is from the Open Reaction Database (ORD), a public repository of structured organic reaction records. The task is: describe an organic reaction: reactants, conditions, products, and yield Reactants: NC1=CC(=NC=N1)NC1=CC(=C2N(CCCN(C2=O)CC2=CC=CC=C2)C1=O)C (8-((6-aminopyrimidin-4-yl)amino)-2-benzyl-10-methyl-2,3,4,5-tetrahydropyrido[1,2-a][1,4]diazepine-1,7-dione), OS(=O)(=O)C(F)(F)F (triflic acid), C([O-])(O)=O.[Na+] (sodium bicarbonate). Reaction conditions: temperature 150 celsius. Yields the product NC1=CC(=NC=N1)NC1=CC(=C2N(CCCNC2=O)C1=O)C (8-((6-aminopyrimidin-4-yl)amino)-10-methyl-2,3,4,5-tetrahydropyrido[1,2-a][1,4]diazepine-1,7-dione). Reaction SMILES: [NH2:1][C:2]1[N:7]=[CH:6][N:5]=[C:4]([NH:8][C:9]2[C:27](=[O:28])[N:13]3[CH2:14][CH2:15][CH2:16][N:17](CC4C=CC=CC=4)[C:18](=[O:19])[C:12]3=[C:11]([CH3:29])[CH:10]=2)[CH:3]=1.OS(C(F)(F)F)(=O)=O.C(=O)(O)[O-].[Na+]>>[NH2:1][C:2]1[N:7]=[CH:6][N:5]=[C:4]([NH:8][C:9]2[C:27](=[O:28])[N:13]3[CH2:14][CH2:15][CH2:16][NH:17][C:18](=[O:19])[C:12]3=[C:11]([CH3:29])[CH:10]=2)[CH:3]=1 |f:2.3|. Procedure details: A vial was charged with 8-((6-aminopyrimidin-4-yl)amino)-2-benzyl-10-methyl-2,3,4,5-tetrahydropyrido[1,2-a][1,4]diazepine-1,7-dione (9, 0.3 g, 76.9 mmol) and triflic acid (7.0 mL) was added. The reaction mixture was heated under microwave at 150° C. for 20 min. TLC showed completion of the reaction and the mixture was cooled to ambient temperature. This was then basified with aqueous sodium bicarbonate solution and extracted with 5% methanol/dichloromethane (3×200 mL). The organic layer was drie... Reactants: [H-].[Na+] (sodium hydride), CN(C)C=C(C(=O)C1=CC=C(C=C1)F)C1=CC=C(C=C1)SC (1-(N,N-dimethylamino)-3-(4-fluorophenyl)-2-[4-(methylthio)phenyl]prop-1-en-3-one), C(#N)CC(=O)N (cyanoacetamide), CO (methanol), NaH2PO4. Run in CN(C)C=O (DMF), CN(C)C=O (DMF). Reaction conditions: temperature 80 celsius. Product: FC1=CC=C(C=C1)C1=C(C=C(C(N1)=O)C#N)C1=CC=C(C=C1)SC (1,2-dihydro-6-(4-fluorophenyl)-5-[4-(methylthio)phenyl]-2-oxo-pyridine-3-carbonitrile). The yield is 846.9%. As a reaction SMILES: CN([CH:4]=[C:5]([C:15]1[CH:20]=[CH:19][C:18]([S:21][CH3:22])=[CH:17][CH:16]=1)[C:6]([C:8]1[CH:13]=[CH:12][C:11]([F:14])=[CH:10][CH:9]=1)=O)C.[C:23]([CH2:25][C:26]([NH2:28])=[O:27])#[N:24].CO.[H-].[Na+]>CN(C=O)C>[F:14][C:11]1[CH:10]=[CH:9][C:8]([C:6]2[NH:28][C:26](=[O:27])[C:25]([C:23]#[N:24])=[CH:4][C:5]=2[C:15]2[CH:16]=[CH:17][C:18]([S:21][CH3:22])=[CH:19][CH:20]=2)=[CH:13][CH:12]=1 |f:3.4|. Procedure details: A solution of 26.1 g of 1-(N,N-dimethylamino)-3-(4-fluorophenyl)-2-[4-(methylthio)phenyl]prop-1-en-3-one (Step 1), 200 ml of dry DMF, 7.2 g (8.6 mMol) of the cyanoacetamide and 8 ml methanol was transferred to a dropping funnel. This solution was added dropwise to a slurry of 4.0 g of sodium hydride in 100 ml of DMF in a 3-necked round bottom flask with a magnetic stirrer and cooled with an ice bath. The temperature reached to 25° C. After complete addition of the reactants the mixture was heate...